The task is: describe an organic reaction: reactants, conditions, products, and yield. This data is from the Open Reaction Database (ORD), a public repository of structured organic reaction records. Reactants: O (Water), P (PH3), II (I2), C(C)OC(COC1=C(C=C(C=C1)S(=O)(=O)Cl)Cl)=O ((4-chlorosulfonyl-2-chloro-phenoxy)-acetic acid ethyl ester). Solvent: C(C)(=O)O (acetic acid), C(C)(=O)O (acetic acid). The product is ClC1=C(OCC(=O)O)C=CC(=C1)S ((2-chloro-4-mercapto-phenoxy)-acetic acid). As a reaction SMILES: P.II.C([O:6][C:7](=[O:21])[CH2:8][O:9][C:10]1[CH:15]=[CH:14][C:13]([S:16](Cl)(=O)=O)=[CH:12][C:11]=1[Cl:20])C.O>C(O)(=O)C>[Cl:20][C:11]1[CH:12]=[C:13]([SH:16])[CH:14]=[CH:15][C:10]=1[O:9][CH2:8][C:7]([OH:21])=[O:6]. Procedure: To a refluxing solution of PH3 (17 g, 500 mmol) and I2 (2.4 g, 9.4 mmol) in glacial acetic acid (100 ml) was added slowly a solution of (4-chlorosulfonyl-2-chloro-phenoxy)-acetic acid ethyl ester (47.5 g, 151 mmol) in glacial acetic acid (1000 ml). The reaction mixture was refluxed for 24 h. Water (20 ml) was added carefully and the mixture was refluxed for further 1 h. After cooling, the reaction mixture was filtered and the filtrate diluted with water (500 ml). The mixture was extracted with d... Reactants: [N+](=O)([O-])C1=C(C=CC=C1)NC1=CC=C(C=C1)C(C(F)(F)F)(C(F)(F)F)C1=CC=C(C=C1)NC1=C(C=CC=C1)[N+](=O)[O-] (2,2-bis[N-(2-nitrophenyl)-(4-aminophenyl)]hexafluoropropane), [H][H] (hydrogen). Reagents/catalysts: [C].[Pd] (palladium carbon). Solvent: C(C)(=O)OCC (ethyl acetate). Yields the product NC1=C(C=CC=C1)NC1=CC=C(C=C1)C(C(F)(F)F)(C(F)(F)F)C1=CC=C(C=C1)NC1=C(C=CC=C1)N (2,2-bis[N-(2-aminophenyl)-(4-aminophenyl)]hexafluoropropane). The yield is 94.9%. As a reaction SMILES: [N+:1]([C:4]1[CH:9]=[CH:8][CH:7]=[CH:6][C:5]=1[NH:10][C:11]1[CH:16]=[CH:15][C:14]([C:17]([C:26]2[CH:31]=[CH:30][C:29]([NH:32][C:33]3[CH:38]=[CH:37][CH:36]=[CH:35][C:34]=3[N+:39]([O-])=O)=[CH:28][CH:27]=2)([C:22]([F:25])([F:24])[F:23])[C:18]([F:21])([F:20])[F:19])=[CH:13][CH:12]=1)([O-])=O.[H][H]>C(OCC)(=O)C.[C].[Pd]>[NH2:39][C:34]1[CH:35]=[CH:36][CH:37]=[CH:38][C:33]=1[NH:32][C:29]1[CH:28]=[CH:27][C:26]([C:17]([C:14]2[CH:15]=[CH:16][C:11]([NH:10][C:5]3[CH:6]=[CH:7][CH:8]=[CH:9][C:4]=3[NH2:1])=[CH:12][CH:13]=2)([C:22]([F:23])([F:24])[F:25])[C:18]([F:20])([F:21])[F:19])=[CH:31][CH:30]=1 |f:3.4|. Reported procedure: 20 g (34.7 mmol) of 2,2-bis[N-(2-nitrophenyl)-(4-aminophenyl)]hexafluoropropane synthesized above were dissolved in 200 ml of ethyl acetate. Thereto was added 1 g of 10% palladium carbon as a catalyst, and replacement with hydrogen was then carried out. After that, reaction was conducted at room temperature under a hydrogen pressure of 1.01 MPa (10 atm) for 18 hours with stirring vigorously. The obtained reaction solution was filtered with cerite to remove the catalyst, and ethyl acetate was rem... Reactants: OC=1C=C(CSCC(=O)O)C=CC1OC (2-((3-hydroxy-4-methoxybenzyl)sulfanyl)acetic acid), C1=CC(=CC(=C1)Cl)C(=O)OO (MCPBA). The solvent is C(Cl)Cl (DCM). Reaction conditions: temperature -5 celsius, time 6 hour. Yields the product OC=1C=C(CS(=O)CC(=O)O)C=CC1OC (2-((3-hydroxy-4-methoxy-benzyl)sulfinyl)acetic acid). Reaction SMILES: [OH:1][C:2]1[CH:3]=[C:4]([CH:11]=[CH:12][C:13]=1[O:14][CH3:15])[CH2:5][S:6][CH2:7][C:8]([OH:10])=[O:9].C1C=C(Cl)C=C(C(OO)=[O:24])C=1>C(Cl)Cl>[OH:1][C:2]1[CH:3]=[C:4]([CH:11]=[CH:12][C:13]=1[O:14][CH3:15])[CH2:5][S:6]([CH2:7][C:8]([OH:10])=[O:9])=[O:24]. Procedure details: To a cooled (−5° C.) solution of 2-((3-hydroxy-4-methoxybenzyl)sulfanyl)acetic acid (2.9 g) in anhydrous DCM (15 mL) is added MCPBA (20 mmol, 50% concentration basis, Lancaster). The reaction mixture is stirred at −5° C. for 6 hours. The precipitated 3-chlorobenzoic acid is removed by filtration. The filtrate is washed with water, dried over magnesium sulfate and concentrated. After removal of the solvent, the product 2-((3-hydroxy-4-methoxy-benzyl)sulfinyl)acetic acid is purified either by crys... Starting materials: [N+](=O)([O-])C=1C=C(C=O)C=CC1 (3-nitrobenzaldehyde), C(CC(=O)C)(=O)OCCOCC (2-ethoxyethyl acetoacetate), N1CCCCC1 (piperidine). Solvent: C1=CC=CC=C1 (benzene). The product is [N+](=O)([O-])C=1C=C(C=C(C(=O)OCCOCC)C(=O)C)C=CC1 (2-ethoxyethyl 2-(3-nitrobenzylidene)acetoacetate). RXN SMILES: [N+:1]([C:4]1[CH:5]=[C:6]([CH:9]=[CH:10][CH:11]=1)[CH:7]=O)([O-:3])=[O:2].[C:12]([O:18][CH2:19][CH2:20][O:21][CH2:22][CH3:23])(=[O:17])[CH2:13][C:14]([CH3:16])=[O:15].N1CCCCC1>C1C=CC=CC=1>[N+:1]([C:4]1[CH:5]=[C:6]([CH:9]=[CH:10][CH:11]=1)[CH:7]=[C:13]([C:14]([CH3:16])=[O:15])[C:12]([O:18][CH2:19][CH2:20][O:21][CH2:22][CH3:23])=[O:17])([O-:3])=[O:2]. Reported procedure: A mixture of 3-nitrobenzaldehyde (4.54 g), 2-ethoxyethyl acetoacetate (5.23 g) and piperidine (85.2 mg) in benzene (15 ml) was refluxed under azeotropic dehydration for 3 hours. The resultant mixture was washed with water, an aqueous solution saturated with sodium chloride and water in turn, dried and concentrated to give an oil of 2-ethoxyethyl 2-(3-nitrobenzylidene)acetoacetate. To this oily product was added ethyl 3-amino-4,4-diethoxycrotonate (6.5 g). The mixture was heated at 110° C. for ab... Reactants: CC(C)(C)OC(=O)NC(Cc1ccc(Cl)cc1)C(=O)N1CCN(Cc2ccccc2)CC1, CCOC(C)=O, ClCCl, Cl, O=C(O)C(F)(F)F. The product is NC(Cc1ccc(Cl)cc1)C(=O)N1CCN(Cc2ccccc2)CC1. RXN SMILES: [C:1]([O:2][C:3](=[O:4])[NH:8][CH:9]([CH2:10][c:11]1[cH:12][cH:13][c:14]([Cl:17])[cH:15][cH:16]1)[C:18](=[O:19])[N:20]1[CH2:21][CH2:22][N:23]([CH2:26][c:27]2[cH:28][cH:29][cH:30][cH:31][cH:32]2)[CH2:24][CH2:25]1)([CH3:5])([CH3:6])[CH3:7].[CH3:44][CH2:45][O:46][C:47](=[O:48])[CH3:49].[Cl:33][CH2:34][Cl:35].[ClH:43].[OH:36][C:37]([C:38]([F:39])([F:40])[F:41])=[O:42]>>[NH2:8][CH:9]([CH2:10][c:11]1[cH:12][cH:13][c:14]([Cl:17])[cH:15][cH:16]1)[C:18](=[O:19])[N:20]1[CH2:21][CH2:22][N:23]([CH2:26][c:27]2[cH:28][cH:29][cH:30][cH:31][cH:32]2)[CH2:24][CH2:25]1. The reactants are ClC1=NC(=NC(=N1)NC1CC(NC(C1)(C)C)(C)C)NC1CC(NC(C1)(C)C)(C)C (2-chloro-4,6-bis[N-(2,2,6,6-tetramethyl-4-piperidyl)amino]-1,3,5-triazine), NCCCC(CCCCN)CN (1,8-diamino-4-aminomethyloctane). Run in O (water). Yields the product CC1(NC(CC(C1)NC1=NC(=NC(=N1)NC1CC(NC(C1)(C)C)(C)C)NCCCC(CCCCNC1=NC(=NC(=N1)NC1CC(NC(C1)(C)C)(C)C)NC1CC(NC(C1)(C)C)(C)C)CNC1=NC(=NC(=N1)NC1CC(NC(C1)(C)C)(C)C)NC1CC(NC(C1)(C)C)(C)C)(C)C)C (1,8-Bis(N-[2,4-bis(2,2,6,6-tetramethylpiperid-4-ylamino)-1,3,5-triazin-6-yl]amino)-4-(N-[2,4-bis(2,2,6,6-tetramethylpiperid-4-ylamino)-1,3,5-triazin-6-yl]aminomethyl)octane). Reaction SMILES: Cl[C:2]1[N:7]=[C:6]([NH:8][CH:9]2[CH2:14][C:13]([CH3:16])([CH3:15])[NH:12][C:11]([CH3:18])([CH3:17])[CH2:10]2)[N:5]=[C:4]([NH:19][CH:20]2[CH2:25][C:24]([CH3:27])([CH3:26])[NH:23][C:22]([CH3:29])([CH3:28])[CH2:21]2)[N:3]=1.[NH2:30][CH2:31][CH2:32][CH2:33][CH:34]([CH2:40][NH2:41])[CH2:35][CH2:36][CH2:37][CH2:38][NH2:39]>O>[CH3:28][C:22]1([CH3:29])[CH2:21][CH:20]([NH:19][C:4]2[N:5]=[C:6]([NH:8][CH:9]3[CH2:14][C:13]([CH3:16])([CH3:15])[NH:12][C:11]([CH3:18])([CH3:17])[CH2:10]3)[N:7]=[C:2]([NH:30][CH2:31][CH2:32][CH2:33][CH:34]([CH2:40][NH:41][C:2]3[N:7]=[C:6]([NH:8][CH:9]4[CH2:14][C:13]([CH3:16])([CH3:15])[NH:12][C:11]([CH3:17])([CH3:18])[CH2:10]4)[N:5]=[C:4]([NH:19][CH:20]4[CH2:25][C:24]([CH3:26])([CH3:27])[NH:23][C:22]([CH3:28])([CH3:29])[CH2:21]4)[N:3]=3)[CH2:35][CH2:36][CH2:37][CH2:38][NH:39][C:2]3[N:3]=[C:4]([NH:19][CH:20]4[CH2:25][C:24]([CH3:27])([CH3:26])[NH:23][C:22]([CH3:29])([CH3:28])[CH2:21]4)[N:5]=[C:6]([NH:8][CH:9]4[CH2:10][C:11]([CH3:18])([CH3:17])[NH:12][C:13]([CH3:16])([CH3:15])[CH2:14]4)[N:7]=3)[N:3]=2)[CH2:25][C:24]([CH3:27])([CH3:26])[NH:23]1. Procedure details: 5.1 g of 2-chloro-4,6-bis[N-(2,2,6,6-tetramethyl-4-piperidyl)amino]-1,3,5-triazine [prepared as described in Preparation 9(b)] were reacted with 0.7 g of 1,8-diamino-4-aminomethyloctane, following the procedure described in Example 9. After completion of the reaction, the reaction mixture was poured into water and extracted with chloroform. The extract was dried over anhydrous potassium carbonate, and the solvent was distilled off. The residue was purified by column chromatography through silica...